From a dataset of the Open Reaction Database (ORD), a public repository of structured organic reaction records. describe an organic reaction: reactants, conditions, products, and yield Reactants: CC=1C=C(N)C=C(C1)C (3,5-dimethylaniline), C(C)(=O)OC(C)=O (acetic anhydride). Solvent: C1(=CC=CC=C1)C (toluene). Run at time 16 hour. The product is C(C)(=O)NC1=CC(=CC(=C1)C)C (N-Acetyl-3,5-dimethylaniline). Reaction SMILES: [CH3:1][C:2]1[CH:3]=[C:4]([CH:6]=[C:7]([CH3:9])[CH:8]=1)[NH2:5].[C:10](OC(=O)C)(=[O:12])[CH3:11]>C1(C)C=CC=CC=1>[C:10]([NH:5][C:4]1[CH:6]=[C:7]([CH3:9])[CH:8]=[C:2]([CH3:1])[CH:3]=1)(=[O:12])[CH3:11]. Reported procedure: To a solution of 15.2 g (125 mmole) of 3,5-dimethylaniline in 60 mL of toluene was added 15 g (146 mmole) of acetic anhydride, whereupon the internal temperature rose to 75° C. The mixture was allowed to cool to room temperature and the solvent was removed in vacuo. The residue was dissolved in 150 mL of hot ethyl acetate and the solution allowed to stand for 16 hours. The resulting mixture was cooled at 5° C. for 3 hours and the solid collected by filtration to give 18.43 g (90%) of off white c...